Dataset: the Open Reaction Database (ORD), a public repository of structured organic reaction records. Task: describe an organic reaction: reactants, conditions, products, and yield RXN SMILES: [OH:1][C:2]1[C:11]2[C:6](=[CH:7][C:8]([NH:12][C:13](=[O:47])[NH:14][C:15]3[CH:24]=[CH:23][C:22]4[C:17](=[CH:18][C:19]([S:26]([NH:29][C:30]5[CH:35]=[CH:34][CH:33]=[C:32]([S:36]([O:39]C6C=CC(C)=CC=6)(=[O:38])=[O:37])[CH:31]=5)(=[O:28])=[O:27])=[CH:20][C:21]=4[OH:25])[CH:16]=3)=[CH:9][CH:10]=2)[CH:5]=[C:4]([S:48]([NH:51][C:52]2[CH:53]=[C:54]([S:58]([O:61]C3C=CC(C)=CC=3)(=[O:60])=[O:59])[CH:55]=[CH:56][CH:57]=2)(=[O:50])=[O:49])[CH:3]=1.[Na+].[Na+].S(C1C=C(NS(C2C=C3C(C=CC(NC(NC4C=C5C(C=CC(S([O-])(=O)=O)=C5)=CC=4)=O)=C3)=CC=2)(=O)=O)C=CC=1)(O)(=O)=O.S(C1C=C(NS(C2C=C3C(C=CC(NC(NC4C=C5C(C=CC(S([O-])(=O)=O)=C5)=CC=4)=O)=C3)=CC=2)(=O)=O)C=CC=1)(O)(=O)=O>>[OH:1][C:2]1[C:11]2[C:6](=[CH:7][C:8]([NH:12][C:13](=[O:47])[NH:14][C:15]3[CH:24]=[CH:23][C:22]4[C:17](=[CH:18][C:19]([S:26]([NH:29][C:30]5[CH:35]=[CH:34][CH:33]=[C:32]([S:36]([OH:39])(=[O:37])=[O:38])[CH:31]=5)(=[O:28])=[O:27])=[CH:20][C:21]=4[OH:25])[CH:16]=3)=[CH:9][CH:10]=2)[CH:5]=[C:4]([S:48]([NH:51][C:52]2[CH:53]=[C:54]([S:58]([OH:61])(=[O:60])=[O:59])[CH:55]=[CH:56][CH:57]=2)(=[O:50])=[O:49])[CH:3]=1 |f:1.2.3.4|. Reactants: OC1=CC(=CC2=CC(=CC=C12)NC(NC1=CC2=CC(=CC(=C2C=C1)O)S(=O)(=O)NC1=CC(=CC=C1)S(=O)(=O)OC1=CC=C(C=C1)C)=O)S(=O)(=O)NC=1C=C(C=CC1)S(=O)(=O)OC1=CC=C(C=C1)C (4-methylphenyl 3-[({4-hydroxy-7-[(N-{5-hydroxy-7-[({3-[(4-methylphenyl)oxysulfonyl]phenyl}amino)sulfonyl](2-naphthyl)}carbamoyl)amino]-2-naphthyl}sulfonyl)amino]benzenesulfonate), [Na+].[Na+].S(=O)(=O)(O)C=1C=C(C=CC1)NS(=O)(=O)C1=CC=C2C=CC(=CC2=C1)NC(=O)NC1=CC=C2C=CC(=CC2=C1)S(=O)(=O)[O-].S(=O)(=O)(O)C=1C=C(C=CC1)NS(=O)(=O)C1=CC=C2C=CC(=CC2=C1)NC(=O)NC1=CC=C2C=CC(=CC2=C1)S(=O)(=O)[O-] (7-{[(7-{[(3-sulfophenyl)amino]sulfonyl}-2-naphthyl)amino]carbonylamino}naphthalene-2-sulfonic acid disodium salt). Procedure details: This compound was prepared from compound 11 according to the procedure described for the synthesis of compound 12. Product: OC1=CC(=CC2=CC(=CC=C12)NC(NC1=CC2=CC(=CC(=C2C=C1)O)S(=O)(=O)NC1=CC(=CC=C1)S(=O)(=O)O)=O)S(=O)(=O)NC=1C=C(C=CC1)S(=O)(=O)O (3-{[(4-hydroxy-7-{[N-(5-hydroxy-7-{[(3-sulfophenyl)amino]sulfonyl}(2-naphthyl))carbamoyl]amino}-2-naphthyl)sulfonyl]amino}benzenesulfonic acid).